This data is from the Open Reaction Database (ORD), a public repository of structured organic reaction records. The task is: describe an organic reaction: reactants, conditions, products, and yield Starting materials: COC1=C(C#N)C(=CC=C1)C (2-methoxy-6-methylbenzonitrile), C1CC(=O)N(C1=O)Br (NBS). Run in C(=O)(C(F)(F)F)O (TFA). Conditions: time 2 hour. The product is BrC=1C(=C(C#N)C(=CC1)OC)C (3-Bromo-6-methoxy-2-methylbenzonitrile). RXN SMILES: [CH3:1][O:2][C:3]1[CH:10]=[CH:9][CH:8]=[C:7]([CH3:11])[C:4]=1[C:5]#[N:6].C1C(=O)N([Br:19])C(=O)C1>C(O)(C(F)(F)F)=O>[Br:19][C:8]1[C:7]([CH3:11])=[C:4]([C:3]([O:2][CH3:1])=[CH:10][CH:9]=1)[C:5]#[N:6]. Procedure: To a solution of 2-methoxy-6-methylbenzonitrile (3.6 g, 24 mmol) in TFA (25 mL) was added NBS (6.5 g, 36 mmol) and stirred at room temperature for 2 hours. Analysis of the reaction mixture by LC indicated complete bromination of the starting material. The solution was concentrated in vacuo and the resulting crude was dissolved in EtOAc and washed with brine, then dried with Na2SO4, filtered and concentrated in vacuo. The crude residue was purified by silica gel column chromatography (Hexanes:EtO... The reactants are ClC1=NC(=NC(=N1)NC1=CC(=C(C=C1)OC)Cl)NC1CCCCCC1 (6-Chloro-N-(3-chloro-4-methoxy-phenyl)-N′-cycloheptyl-[1,3,5]triazine-2,4-diamine), ClC1=NC(=NC(=N1)NC1=CC(=C(C=C1)OC)Cl)NC1=CC(=C(C=C1)OCC)Cl (6-chloro-N-(3-chloro-4-methoxyphenyl)-N′-(3-chloro-4-ethoxyphenyl)[1,3,5]triazine-2,4-diamine). The product is ClC=1C=C(C=CC1OC)NC1=NC(=NC(=N1)Cl)Cl ((3-Chloro-4-methoxy-phenyl)-(4,6-dichloro-[1,3,5]triazin-2-yl)-amine). Reaction SMILES: [Cl:1][C:2]1[N:7]=[C:6]([NH:8][C:9]2[CH:14]=[CH:13][C:12]([O:15][CH3:16])=[C:11]([Cl:17])[CH:10]=2)[N:5]=[C:4](NC2CCCCCC2)[N:3]=1.[Cl:26]C1N=C(NC2C=CC(OC)=C(Cl)C=2)N=C(NC2C=CC(OCC)=C(Cl)C=2)N=1>>[Cl:17][C:11]1[CH:10]=[C:9]([NH:8][C:6]2[N:5]=[C:4]([Cl:26])[N:3]=[C:2]([Cl:1])[N:7]=2)[CH:14]=[CH:13][C:12]=1[O:15][CH3:16]. Procedure: A 1 kg campaign was conducted to develop a process which avoids multiple column purifications and employs a suitable recrystallisation method to produce compound 137. This scheme was stabilized for the campaign, however the scale up of compound 133 by one pot synthesis resulted in the formation of an impurity, which was carried over to the final step and was difficult to remove. The impurity was isolated and characterized to be 6-chloro-N-(3-chloro-4-methoxyphenyl)-N′-(3-chloro-4-ethoxyphenyl)[1... Starting materials: C(C)C=1C(NC2=C(C=CC(=C2C1)OCC(=C)C)C)=O (3-ethyl-5-(2-methyl-2-propenyl)oxy-8-methylcarbostyril). Run in C(Cl)(Cl)Cl.CO.CCCCCC (chloroform methanol n-hexane). The product is C(C)C=1C(NC2=C(C=C(C(=C2C1)O)CC(=C)C)C)=O (3-Ethyl-6-(2-methyl-2-propenyl)-5-hydroxy-8-methylcarbostyril). Isolated yield 150.8%. RXN SMILES: [CH2:1]([C:3]1[C:4](=[O:19])[NH:5][C:6]2[C:11]([CH:12]=1)=[C:10]([O:13]CC(C)=C)[CH:9]=[CH:8][C:7]=2[CH3:18])[CH3:2]>C(Cl)(Cl)Cl.CO.CCCCCC>[CH2:1]([C:3]1[C:4](=[O:19])[NH:5][C:6]2[C:11]([CH:12]=1)=[C:10]([OH:13])[C:9]([CH2:12][C:3]([CH3:4])=[CH2:1])=[CH:8][C:7]=2[CH3:18])[CH3:2] |f:1.2.3|. Reported procedure: Using 3-ethyl-5-(2-methyl-2-propenyl)oxy-8-methylcarbostyril (0.94 g, 3.66 mmol), the procedure of Reference Example 32 was followed (reaction, post-treatment, and recrystallization from chloroform-methanol-n-hexane) to obtain 710 mg of the title compound as pale yellow crystals (75.5%). The reactants are [Li]CCCC (n-BuLi), C(C)(C)NC(C)C (diisopropylamine), resulting solution, S1C(=NC2=C1C=CC=C2)S(=O)(=O)CCCCCCCCC (1,3-benzothiazol-2-ylnonylsulfone), C(C)(=O)OC\1C(CCC(CC(=O)OC(C(/C=C1)C)\C(=C\C=O)\C)OC(C)OCC)(C)OC(C)OCC ((8E,12E)-7-acetoxy-3,6-bis(1-ethoxyethoxy)-6,10,12-trimethyl-14-oxotetradeca-8,12-dien-11-olide), [Cl-].[NH4+] (ammonium chloride), S1C(=NC2=C1C=CC=C2)S(=O)(=O)CCCCCCCCC (1,3-benzothiazol-2-ylnonylsulfone). Run in CCCCCC (hexane), O1CCCC1 (tetrahydrofuran), O1CCCC1 (tetrahydrofuran), C(C)(=O)OCC (ethyl acetate), O1CCCC1 (tetrahydrofuran). Run at time 20 minute. The product is C(C)(=O)OC\1C(CCC(CC(=O)OC(C(/C=C1)C)\C(=C\C=CCCCCCCCC)\C)OC(C)OCC)(C)OC(C)OCC ((8E,12E)-7-Acetoxy-3,6-bis(1-ethoxyethoxy)-6,10,12-trimethyltricosa-8,12,14-trien-11-olide). The yield is 38.0%. As a reaction SMILES: [Li]CC[CH2:4][CH3:5].C(N[CH:10]([CH3:12])[CH3:11])(C)C.S1C2C=CC=CC=2N=C1S([CH2:25][CH2:26][CH2:27][CH2:28][CH2:29][CH2:30][CH2:31][CH2:32][CH3:33])(=O)=O.[C:34]([O:37][CH:38]1C(OC(OCC)C)(C)C[CH2:41][CH:42]([O:57][CH:58]([O:60][CH2:61][CH3:62])[CH3:59])[CH2:43][C:44]([O:46][CH:47](/[C:52](/[CH3:56])=[CH:53]/[CH:54]=O)[CH:48]([CH3:51])[CH:49]=[CH:50]1)=[O:45])(=[O:36])[CH3:35].[Cl-].[NH4+]>CCCCCC.O1CCCC1.C(OCC)(=O)C>[C:34]([O:37][CH:38]1[C:10]([O:36][CH:34]([O:37][CH2:4][CH3:5])[CH3:35])([CH3:11])[CH2:12][CH2:41][CH:42]([O:57][CH:58]([O:60][CH2:61][CH3:62])[CH3:59])[CH2:43][C:44]([O:46][CH:47](/[C:52](/[CH3:56])=[CH:53]/[CH:54]=[CH:33][CH2:32][CH2:31][CH2:30][CH2:29][CH2:28][CH2:27][CH2:26][CH3:25])[CH:48]([CH3:51])[CH:49]=[CH:50]1)=[O:45])(=[O:36])[CH3:35] |f:4.5|. Procedure: A solution of 1.57 M n-BuLi in hexane (0.17 mL) was added dropwise to a solution of diisopropylamine (31 mg, 0.36 mmol) in tetrahydrofuran (1.8 mL) at −78° C., followed by stirring at the same temperature for 20 min. To the resulting solution, a solution of 1,3-benzothiazol-2-ylnonylsulfone (44 mg, 0.14 mmol) in tetrahydrofuran (1 mL) at −78° C., followed by stirring at the same temperature for 30 min. 0.6 mL of the resulting solution (which corresponds to 8.8 mg, 0.027 mmol of the anion of 1,3-... The reactants are C(CCC)[Li] (n-butyllithium), N1=C(C=CC=C1)C=O (2-pyridinecarboxaldehyde), BrC1=C(C=O)C=CC=C1 (2-bromobenzaldehyde), CCOCC (ether), C(CCC)[Li] (n-butyl-lithium), [Cl-].[NH4+] (ammonium chloride). Run in CCCCCC (hexane), CCCCCC (hexane). Conditions: temperature -45 celsius, time 0.5 hour. Product: OC1(CC2=NC=CC=C2)CC=CC=C1C(CCCC)O (2-[1-hydroxy-6'-(1-hydroxypentyl)-benzyl]pyridine). Yield: 83.2%. RXN SMILES: Br[C:2]1[CH:9]=[CH:8][CH:7]=[CH:6][C:3]=1[CH:4]=[O:5].[CH2:10]([Li])[CH2:11][CH2:12][CH3:13].[N:15]1[CH:20]=[CH:19][CH:18]=[CH:17][C:16]=1[CH:21]=O.[Cl-].[NH4+].CC[O:27]CC>CCCCCC>[OH:27][C:2]1([C:3]([CH:4]([OH:5])[CH2:10][CH2:11][CH2:12][CH3:13])=[CH:6][CH:7]=[CH:8][CH2:9]1)[CH2:21][C:16]1[CH:17]=[CH:18][CH:19]=[CH:20][N:15]=1 |f:3.4|. Reported procedure: To a mixture of 10 mL (85.6 mmol) of 2-bromobenzaldehyde in 300 mL of ether cooled to -45° C. was added in portions 8.56 mL (85.6 mmol) of 10M n-butyllithium in hexane over a 20 min period, and the reaction mixture was stirred at -20 for 1/2 h. To the above reaction mixture cooled to -20° C., was added 8.98 mL (88.9 mmol) of 10M n-butyl-lithium in hexane over a 10 min period, and the mixture was allowed to warm to room temperature and stirred for 1 h. The mixture was cooled to -20° C., and 12.2 ...